Dataset: the Open Reaction Database (ORD), a public repository of structured organic reaction records. Task: describe an organic reaction: reactants, conditions, products, and yield Starting materials: aldehyde, BrC=1C=C(C(=NC1)OC)C=O (5-bromo-2-methoxypyridine-3-carbaldehyde), C(C)(C)(C)OC(=O)N1CCN(CC1)C1=CC=C(C=C1)CP(OCC)(OCC)=O (diethyl (4-(4-(tert-butoxycarbonyl)piperazin-1-yl)phenyl)methylphosphonate), CC(C)([O-])C.[K+] (potassium tert-butoxide). Solvent: C1CCOC1 (THF). Yields the product BrC=1C=C(C(=NC1)OC)/C=C/C1=CC=C(C=C1)N1CCN(CC1)C(=O)OC(C)(C)C (tert-Butyl 4-(4-((E)-2-(5-bromo-2-methoxypyridin-3-yl)vinyl)phenyl)piperazine-1-carboxylate). Yield: 82.6%. RXN SMILES: [Br:1][C:2]1[CH:3]=[C:4]([CH:10]=O)[C:5]([O:8][CH3:9])=[N:6][CH:7]=1.[C:12]([O:16][C:17]([N:19]1[CH2:24][CH2:23][N:22]([C:25]2[CH:30]=[CH:29][C:28]([CH2:31]P(=O)(OCC)OCC)=[CH:27][CH:26]=2)[CH2:21][CH2:20]1)=[O:18])([CH3:15])([CH3:14])[CH3:13].CC(C)([O-])C.[K+]>C1COCC1>[Br:1][C:2]1[CH:3]=[C:4](/[CH:10]=[CH:31]/[C:28]2[CH:27]=[CH:26][C:25]([N:22]3[CH2:21][CH2:20][N:19]([C:17]([O:16][C:12]([CH3:15])([CH3:14])[CH3:13])=[O:18])[CH2:24][CH2:23]3)=[CH:30][CH:29]=2)[C:5]([O:8][CH3:9])=[N:6][CH:7]=1 |f:2.3|. Procedure: To 5-bromo-2-methoxypyridine-3-carbaldehyde (1.5 g, 6.95 mmol) and diethyl (4-(4-(tert-butoxycarbonyl)piperazin-1-yl)phenyl)methylphosphonate (2.39 g, 5.79 mmol) in anhydrous THF (50 mL) under nitrogen was added potassium tert-butoxide (1.30 g, 11.6 mmol) at rt over 5 min. After 3 h a further portion of the aldehyde (160 mg, 0.74 mmol) was added. After a further 30 min the reaction was concentrated and the residue purified by column chromatography (30% EtOAc in PE) to give the title compound (2.... Reaction SMILES: Cl.Cl.Cl.[O:4]1[C:8]2=[C:9]([N:13]3[CH2:18][CH2:17][N:16]([CH2:19][CH2:20][C@H:21]4[CH2:26][CH2:25][C@H:24]([NH2:27])[CH2:23][CH2:22]4)[CH2:15][CH2:14]3)[N:10]=[CH:11][CH:12]=[C:7]2[CH2:6][CH2:5]1.[CH:28](O)=[O:29]>>[O:4]1[C:8]2=[C:9]([N:13]3[CH2:18][CH2:17][N:16]([CH2:19][CH2:20][C@H:21]4[CH2:26][CH2:25][C@H:24]([NH:27][CH:28]=[O:29])[CH2:23][CH2:22]4)[CH2:15][CH2:14]3)[N:10]=[CH:11][CH:12]=[C:7]2[CH2:6][CH2:5]1 |f:0.1.2.3|. Reactants: solid, Cl.Cl.Cl.O1CCC=2C1=C(N=CC2)N2CCN(CC2)CC[C@@H]2CC[C@H](CC2)N (trans-4-{2-[4-(2,3-dihydro-furo[2,3-c]pyridin-7-yl)-piperazin-1-yl]-ethyl}-cyclohexylamine trihydrochloride), Cl.Cl.Cl.O1CCC=2C1=C(N=CC2)N2CCN(CC2)CC[C@@H]2CC[C@H](CC2)N (trans-4-{2-[4-(2,3-dihydro-furo[2,3-c]pyridin-7-yl)-piperazin-1-yl]-ethyl}-cyclohexylamine trihydrochloride), C(=O)O (formic acid). The product is O1CCC=2C1=C(N=CC2)N2CCN(CC2)CC[C@@H]2CC[C@H](CC2)NC=O (trans-N-(4-{2-[4-(2,3-Dihydro-furo[2,3-c]pyridin-7-yl)-piperazin-1-yl]-ethyl}-cyclohexyl)-formamide). Reported procedure: The title compound, white solid (28 mg, 31%), MS (ISP) m/z=359.4 [(M+H)+], mp 153.5° C., was prepared in accordance with the general method of example 6 from trans-4-{2-[4-(2,3-dihydro-furo[2,3-c]pyridin-7-yl)-piperazin-1-yl]-ethyl}-cyclohexylamine trihydrochloride (intermediate B) (110 mg, 0.25 mmol) and formic acid. The yield is 52.5%. Run in ClC1=C(C=CC=C1)Cl (o-dichlorobenzene). The product is COC=1C=C2C(=CC=NC2=CC1OC)OC=1C=C2C=CN=CC2=CC1C (6,7-Dimethoxy-4-(7-methyl-isoquinolin-6-yloxy)-quinoline). RXN SMILES: [OH:1][C:2]1[CH:3]=[C:4]2[C:9](=[CH:10][C:11]=1[CH3:12])[CH:8]=[N:7][CH:6]=[CH:5]2.Cl[C:14]1[C:23]2[C:18](=[CH:19][C:20]([O:26][CH3:27])=[C:21]([O:24][CH3:25])[CH:22]=2)[N:17]=[CH:16][CH:15]=1.O>CN(C)C1C=CN=CC=1.ClC1C=CC=CC=1Cl>[CH3:25][O:24][C:21]1[CH:22]=[C:23]2[C:18](=[CH:19][C:20]=1[O:26][CH3:27])[N:17]=[CH:16][CH:15]=[C:14]2[O:1][C:2]1[CH:3]=[C:4]2[C:9](=[CH:10][C:11]=1[CH3:12])[CH:8]=[N:7][CH:6]=[CH:5]2. The reagents and catalysts are CN(C1=CC=NC=C1)C (4-dimethylaminopyridine). Reaction conditions: temperature 140 celsius, time 6 hour. Reported procedure: 6-Hydroxy-7-methylisoquinoline (21 mg), 4-chloro-6,7-dimethoxyquinoline (81 mg), and 4-dimethylaminopyridine (44 mg) were suspended in o-dichlorobenzene (2.5 ml), and the suspension was stirred at 140° C. for 6 hr. The reaction solution was cooled to room temperature, water was then added to reaction solution, and the mixture was extracted with ethyl acetate. The ethyl acetate layer was then washed with water and saturated brine and was dried over anhydrous sodium sulfate. The solvent was remove... Reactants: OC=1C=C2C=CN=CC2=CC1C (6-Hydroxy-7-methylisoquinoline), ClC1=CC=NC2=CC(=C(C=C12)OC)OC (4-chloro-6,7-dimethoxyquinoline), O (water). The reactants are C(C)OC(=O)C(C)C=1NC2=CC=C(C=C2C1)OCC1=NC2=CC=CC=C2C=C1 (1-ethoxycarbonylethyl-5-(2-quinolylmethoxy)indole), O.[OH-].[Li+] (lithium hydroxide monohydrate), O1CCCC1 (tetrahydrofuran). Yields the product N1=C(C=CC2=CC=CC=C12)COC=1C=C2C=CN(C2=CC1)CCC(=O)O (3-[5-(2-Quinolylmethoxy)indol-1-yl]propionic acid). As a reaction SMILES: C(OC(C([C:8]1[NH:9][C:10]2[C:15]([CH:16]=1)=[CH:14][C:13]([O:17][CH2:18][C:19]1[CH:28]=[CH:27][C:26]3[C:21](=[CH:22][CH:23]=[CH:24][CH:25]=3)[N:20]=1)=[CH:12][CH:11]=2)C)=O)C.[OH2:29].[OH-].[Li+].[O:32]1[CH2:36][CH2:35][CH2:34]C1>>[N:20]1[C:21]2[C:26](=[CH:25][CH:24]=[CH:23][CH:22]=2)[CH:27]=[CH:28][C:19]=1[CH2:18][O:17][C:13]1[CH:14]=[C:15]2[C:10](=[CH:11][CH:12]=1)[N:9]([CH2:34][CH2:35][C:36]([OH:32])=[O:29])[CH:8]=[CH:16]2 |f:1.2.3|. Procedure: A mixture of 1-ethoxycarbonylethyl-5-(2-quinolylmethoxy)indole (2.0 g) and lithium hydroxide monohydrate (0.9 g) in aqueous tetrahydrofuran was refluxed for 3 hours. The cooled mixture was extracted with ethyl acetate and the organic layer was washed with water, dried over magnesium sulfate, and concentrated in vacuo. The crude product was chromatographed on silica gel eluting with 50%-ethyl acetate in n-hexanes to yield the titled product, m.p. 157°-160° C. Starting materials: [OH-].[Na+] (Sodium hydroxide), Reduced iron, [Cl-].[NH4+] (ammonium chloride), C(C)(=O)O (acetic acid), CC(C)C1=NN2NC(=NC2=C1)CCCC1=CC=C(C=C1)[N+](=O)[O-] (6-(1-Methylethyl)-2-[3-(4-nitrophenyl)propyl]pyrazolo[1,5-b][1,2,4]triazole). Solvent: O (water), O (water), CC(C)O (2-propanol). Conditions: time 30 minute. The product is NC1=CC=C(C=C1)CCCC1=NC=2N(N1)N=C(C2)C(C)C (2-[3-(4-Aminophenyl)propyl]-6-(1-methylethyl)pyrazolo[1,5-b][1,2,4]triazole). Yield: 95.0%. RXN SMILES: [Cl-].[NH4+].C(O)(=O)C.[CH3:7][CH:8]([C:10]1[CH:17]=[C:16]2[N:12]([NH:13][C:14]([CH2:18][CH2:19][CH2:20][C:21]3[CH:26]=[CH:25][C:24]([N+:27]([O-])=O)=[CH:23][CH:22]=3)=[N:15]2)[N:11]=1)[CH3:9].[OH-].[Na+]>O.CC(O)C>[NH2:27][C:24]1[CH:25]=[CH:26][C:21]([CH2:20][CH2:19][CH2:18][C:14]2[NH:13][N:12]3[N:11]=[C:10]([CH:8]([CH3:9])[CH3:7])[CH:17]=[C:16]3[N:15]=2)=[CH:22][CH:23]=1 |f:0.1,4.5|. Procedure: Reduced iron (6.7 g), ammonium chloride (0.53 g) and acetic acid (0.57 ml) were added to a mixed solvent of 2-propanol (40 ml) and water (8 ml), and the resulting mixture was heated over a steam bath and refluxed. To the mixture was further added the Nitro Compound (C) obtained in the step (3) above (6.27 g) and the reflux was further continued for 30 minutes. Sodium hydroxide (3.0 g) was dissolved in water (30 ml) and this solution was added to the above mixture. The resulting mixture was stirr... Reactants: CC(C)=O, Cc1cc(OCc2ccccc2C)ccc1C=O, Cl, [Na+], [OH-], O. Yields the product CC(=O)C=Cc1ccc(OCc2ccccc2C)cc1C. Reaction SMILES: [CH3:22][C:23]([CH3:24])=[O:25].[CH3:3][c:4]1[c:5]([CH:6]=[O:7])[cH:8][cH:9][c:10]([O:12][CH2:13][c:14]2[c:15]([CH3:20])[cH:16][cH:17][cH:18][cH:19]2)[cH:11]1.[ClH:21].[Na+:2].[OH-:1].[OH2:26]>>[CH3:3][c:4]1[c:5]([CH:6]=[CH:22][C:23]([CH3:24])=[O:25])[cH:8][cH:9][c:10]([O:12][CH2:13][c:14]2[c:15]([CH3:20])[cH:16][cH:17][cH:18][cH:19]2)[cH:11]1. The reactants are [Na] (Sodium), C(=O)OC1=C(C=CC=C1F)OC[C@H]1CO1 ((R)-2-(2,3-epoxypropoxy)-6-fluorophenyl formate). Run in CO (methanol), CO (methanol). Conditions: time 1 hour. Product: FC1=CC=CC2=C1O[C@H](CO2)CO ((S)-8-fluoro-1,4-benzodioxan-2-ylmethanol). Yield: 67.6%. Reaction SMILES: [Na].C([O:4][C:5]1[C:10]([F:11])=[CH:9][CH:8]=[CH:7][C:6]=1[O:12][CH2:13][C@@H:14]1[O:16][CH2:15]1)=O>CO>[F:11][C:10]1[C:5]2[O:4][C@@H:14]([CH2:15][OH:16])[CH2:13][O:12][C:6]=2[CH:7]=[CH:8][CH:9]=1 |^1:0|. Procedure: Sodium metal (0.89 g) was dissolved in methanol (100 ml) and a solution of (R)-2-(2,3-epoxypropoxy)-6-fluorophenyl formate (6.56 g, prepared as described above) in methanol (100 ml) added dropwise. The mixture was stirred for one hour at ambient temperature then heated under reflux for two hours, allowed to stand for 3 days, and then heated under reflux for 4 hours. The solvent was removed in vacuo, water (100 ml) was added and the mixture extracted with ethyl acetate (4×100 ml). The combined ex...